Dataset: the Open Reaction Database (ORD), a public repository of structured organic reaction records. Task: describe an organic reaction: reactants, conditions, products, and yield Starting materials: C1COCCO1, CNc1ccc(C(=O)OC)cc1[N+](=O)[O-], [H][H], [OH-], [OH-], [Pd+2]. Product: CNc1ccc(C(=O)OC)cc1N. RXN SMILES: [CH2:18]1[O:19][CH2:20][CH2:21][O:22][CH2:23]1.[CH3:1][NH:2][c:3]1[c:4]([N+:13]([O-:14])=[O:15])[cH:5][c:6]([C:7](=[O:8])[O:9][CH3:10])[cH:11][cH:12]1.[H:16][H:17].[OH-:24].[OH-:26].[Pd+2:25]>>[CH3:1][NH:2][c:3]1[c:4]([NH2:13])[cH:5][c:6]([C:7](=[O:8])[O:9][CH3:10])[cH:11][cH:12]1.